This data is from the Open Reaction Database (ORD), a public repository of structured organic reaction records. The task is: describe an organic reaction: reactants, conditions, products, and yield Reaction SMILES: [CH3:1][C:2]([C:9]1[CH:22]=[CH:21][C:12]([O:13][CH2:14][C@@H:15]2[O:19][C:18]([NH2:20])=[N:17][CH2:16]2)=[CH:11][CH:10]=1)([CH3:8])[CH2:3][C:4]([CH3:7])([CH3:6])[CH3:5]>C(Cl)(Cl)Cl>[CH3:8][C:2]([C:9]1[CH:22]=[CH:21][C:12]([O:13][CH2:14][C@@H:15]2[O:19][C:18]3=[N:20][C:12](=[O:13])[CH:11]=[CH:10][N:17]3[CH2:16]2)=[CH:11][CH:10]=1)([CH3:1])[CH2:3][C:4]([CH3:5])([CH3:6])[CH3:7]. Procedure details: The title compound was prepared from (R)-5-(4-(1,1,3,3-tetramethyl-butyl) -phenoxymethyl)-4,5-dihydro-oxazol-2-ylamine employing the procedures as set forth in Step 3 of Example 1. [α]D25 −45.23 (c 0.489, CHCl3). Reactants: CC(CC(C)(C)C)(C)C1=CC=C(OC[C@H]2CN=C(O2)N)C=C1 ((R)-5-(4-(1,1,3,3-tetramethyl-butyl) -phenoxymethyl)-4,5-dihydro-oxazol-2-ylamine). Yields the product CC(CC(C)(C)C)(C)C1=CC=C(OC[C@H]2CN3C(=NC(C=C3)=O)O2)C=C1 (2(R)-[4-(1,1,3,3-Tetramethyl-butyl)-phenoxymethyl]-2,3-dihydro-oxazolo[3,2-a]pyrimidin-7-one). Solvent: C(Cl)(Cl)Cl (CHCl3). Reactants: CC(C)(C)c1ccc(CN(CCc2cccc(OCc3ccccc3)c2)C(=O)c2cc(Cl)cc3cc[nH]c23)cc1, CCOC(C)=O. Product: CC(C)(C)c1ccc(CN(CCc2cccc(O)c2)C(=O)c2cc(Cl)cc3cc[nH]c23)cc1. Reaction SMILES: [CH2:1]([c:2]1[cH:3][cH:4][cH:5][cH:6][cH:7]1)[O:8][c:9]1[cH:10][c:11]([CH2:15][CH2:16][N:17]([C:18](=[O:19])[c:20]2[cH:21][c:22]([Cl:29])[cH:23][c:24]3[cH:25][cH:26][nH:27][c:28]23)[CH2:30][c:31]2[cH:32][cH:33][c:34]([C:37]([CH3:38])([CH3:39])[CH3:40])[cH:35][cH:36]2)[cH:12][cH:13][cH:14]1.[CH3:41][CH2:42][O:43][C:44]([CH3:45])=[O:46]>>[OH:8][c:9]1[cH:10][c:11]([CH2:15][CH2:16][N:17]([C:18](=[O:19])[c:20]2[cH:21][c:22]([Cl:29])[cH:23][c:24]3[cH:25][cH:26][nH:27][c:28]23)[CH2:30][c:31]2[cH:32][cH:33][c:34]([C:37]([CH3:38])([CH3:39])[CH3:40])[cH:35][cH:36]2)[cH:12][cH:13][cH:14]1.